Dataset: the Open Reaction Database (ORD), a public repository of structured organic reaction records. Task: describe an organic reaction: reactants, conditions, products, and yield Reactants: [N+](=O)([O-])C=1C=NC2=CC=CC=C2C1O (3-nitro-4-hydroxyquinoline), P(=O)(Cl)(Cl)Cl (phosphorous oxychloride). Product: [N+](=O)([O-])C=1C=NC2=CC=CC=C2C1Cl (3-nitro-4-chloroquinoline). As a reaction SMILES: [N+:1]([C:4]1[CH:5]=[N:6][C:7]2[C:12]([C:13]=1O)=[CH:11][CH:10]=[CH:9][CH:8]=2)([O-:3])=[O:2].P(Cl)(Cl)([Cl:17])=O>>[N+:1]([C:4]1[CH:5]=[N:6][C:7]2[C:12]([C:13]=1[Cl:17])=[CH:11][CH:10]=[CH:9][CH:8]=2)([O-:3])=[O:2]. Procedure: In general, the novel derivatives 31-47 were synthesized as shown in the scheme depicted in FIG. 1. Condensation of anthranilic acid hydrochloride (1) with methazonic acid (2) resulted in 2-β-nitroethylideneaminobenzoic acid (3), which was dehydrated in acetic anhydride in the presence of potassium acetate to give 3-nitro-4-hydroxyquinoline (5) [Bachman, G. B. et al. Quinoline Derivatives from 3-Nitro-4-hydroxyquinoline, J. Am. Chem. Soc., 1947, 69, 365-371]. 3-Nitro-4-hydroxyquinoline (5) was t... The reactants are Cc1ccccc1, CN(C)C=O, CC(C)(C)P(Cl)C(C)(C)C, Cl, [Zn]. RXN SMILES: [CH3:12][c:13]1[cH:14][cH:15][cH:16][cH:17][cH:18]1.[CH3:19][N:20]([CH3:21])[CH:22]=[O:23].[Cl:1][P:2]([C:3]([CH3:4])([CH3:5])[CH3:6])[C:7]([CH3:8])([CH3:9])[CH3:10].[ClH:11].[Zn:24]>>[PH:2]([C:3]([CH3:4])([CH3:5])[CH3:6])[C:7]([CH3:8])([CH3:9])[CH3:10]. Yields the product CC(C)(C)PC(C)(C)C. The reactants are FC1=NC(=CC=C1C(=O)O)F (2,6-difluoropyridine-3-carboxylic acid), Cl.FC1=CC=C(C=C1)CCCCC(=N)N (5-(4-fluoro-phenyl)-pentanamidine hydrochloride). Yields the product FC=1C=CC2=C(N=C(NC2=O)CCCCC2=CC=C(C=C2)F)N1 (7-Fluoro-2-[4-(4-fluoro-phenyl)-butyl]-3H-pyrido[2,3-d]pyrimidin-4-one). Reaction SMILES: F[C:2]1[C:7]([C:8]([OH:10])=O)=[CH:6][CH:5]=[C:4]([F:11])[N:3]=1.Cl.[F:13][C:14]1[CH:19]=[CH:18][C:17]([CH2:20][CH2:21][CH2:22][CH2:23][C:24]([NH2:26])=[NH:25])=[CH:16][CH:15]=1>>[F:11][C:4]1[CH:5]=[CH:6][C:7]2[C:8](=[O:10])[NH:26][C:24]([CH2:23][CH2:22][CH2:21][CH2:20][C:17]3[CH:16]=[CH:15][C:14]([F:13])=[CH:19][CH:18]=3)=[N:25][C:2]=2[N:3]=1 |f:1.2|. Procedure details: The title compound was prepared in analogy to example 85 from 2,6-difluoropyridine-3-carboxylic acid and 5-(4-fluoro-phenyl)-pentanamidine hydrochloride. White solid. MS: m/e=316.1 [M+H+]. Reported procedure: Next, 3.52 g (20 mmol) of 1,2,3-propanetricarboxylic acid (made by Nacalai Tesque) and 13.6 g (120 mmol) of 2-methylcyclohexylamine were added to the xylene solution of a tricresol boric acid ester obtained above, and the contents were refluxed under heating and reacted for 3 hours. This gave a crude 1,2,3-propanetricarboxylic acid tris(2-methylcyclohexylamide) as a white solid. The reactants are C(C(CC(=O)O)C(=O)O)C(=O)O (1,2,3-propanetricarboxylic acid), CC1C(CCCC1)N (2-methylcyclohexylamine), tricresol boric acid ester. Reaction SMILES: [CH2:1]([C:10]([OH:12])=O)[CH:2]([C:7]([OH:9])=O)[CH2:3][C:4]([OH:6])=O.[CH3:13][CH:14]1[CH2:19][CH2:18][CH2:17][CH2:16][CH:15]1[NH2:20]>C1(C)C(C)=CC=CC=1>[CH3:13][CH:14]1[CH2:19][CH2:18][CH2:17][CH2:16][CH:15]1[NH:20][C:4]([CH2:3][CH:2]([C:7]([NH:20][CH:15]1[CH2:16][CH2:17][CH2:18][CH2:19][CH:14]1[CH3:13])=[O:9])[CH2:1][C:10]([NH:20][CH:15]1[CH2:16][CH2:17][CH2:18][CH2:19][CH:14]1[CH3:13])=[O:12])=[O:6]. Solvent: C=1(C(=CC=CC1)C)C (xylene). Yields the product CC1C(CCCC1)NC(=O)CC(CC(=O)NC1C(CCCC1)C)C(=O)NC1C(CCCC1)C (1,2,3-propanetricarboxylic acid tris(2-methylcyclohexylamide)). Starting materials: CCOC(=O)CCC=Cc1ccccc1OC, CCOC(C)=O, CO, [H][H]. Product: CCOC(=O)CCCCc1ccccc1OC. RXN SMILES: [CH3:1][O:2][c:3]1[c:4]([CH:9]=[CH:10][CH2:11][CH2:12][C:13](=[O:14])[O:15][CH2:16][CH3:17])[cH:5][cH:6][cH:7][cH:8]1.[CH3:20][CH2:21][O:22][C:23]([CH3:24])=[O:25].[CH3:26][OH:27].[H:18][H:19]>>[CH3:1][O:2][c:3]1[c:4]([CH2:9][CH2:10][CH2:11][CH2:12][C:13](=[O:14])[O:15][CH2:16][CH3:17])[cH:5][cH:6][cH:7][cH:8]1. Starting materials: C(C)(C)(C)OC(C(=O)OC)C=1C(=C2C(=NC1C)NC=C2)C=2C=C1CCCOC1=CC2 (methyl 2-(tert-butoxy)-2-(4-(chroman-6-yl)-6-methyl-1H-pyrrolo[2,3-b]pyridin-5-yl)acetate), FC(OC=1C=C(CBr)C=CC1)(F)F (3-(trifluoromethoxy)benzyl bromide). Product: C(C)(C)(C)OC(C(=O)O)C=1C(=C2C(=NC1C)N(C=C2)CC2=CC(=CC=C2)OC(F)(F)F)C=2C=C1CCCOC1=CC2 (2-(tert-butoxy)-2-(4-(chroman-6-yl)-6-methyl-1-(3-(trifluoromethoxy)benzyl)-1H-pyrrolo[2,3-b]pyridin-5-yl)acetic acid). RXN SMILES: [C:1]([O:5][CH:6]([C:11]1[C:12]([C:21]2[CH:22]=[C:23]3[C:28](=[CH:29][CH:30]=2)[O:27][CH2:26][CH2:25][CH2:24]3)=[C:13]2[CH:20]=[CH:19][NH:18][C:14]2=[N:15][C:16]=1[CH3:17])[C:7]([O:9]C)=[O:8])([CH3:4])([CH3:3])[CH3:2].[F:31][C:32]([F:43])([F:42])[O:33][C:34]1[CH:35]=[C:36]([CH:39]=[CH:40][CH:41]=1)[CH2:37]Br>>[C:1]([O:5][CH:6]([C:11]1[C:12]([C:21]2[CH:22]=[C:23]3[C:28](=[CH:29][CH:30]=2)[O:27][CH2:26][CH2:25][CH2:24]3)=[C:13]2[CH:20]=[CH:19][N:18]([CH2:37][C:36]3[CH:39]=[CH:40][CH:41]=[C:34]([O:33][C:32]([F:43])([F:42])[F:31])[CH:35]=3)[C:14]2=[N:15][C:16]=1[CH3:17])[C:7]([OH:9])=[O:8])([CH3:4])([CH3:2])[CH3:3]. Procedure details: The title compound was prepared in a manner similar to that described in Example 27, Step H from methyl 2-(tert-butoxy)-2-(4-(chroman-6-yl)-6-methyl-1H-pyrrolo[2,3-b]pyridin-5-yl)acetate and 3-(trifluoromethoxy)benzyl bromide. 1H NMR (400 MHz, CHLOROFORM-d) δ ppm 7.52-7.42 (m, 1 H), 7.35 (t, J=8.2 Hz, 1 H), 7.26-7.12 (m, 4 H), 7.06 (t, J=3.2 Hz, 1 H), 6.97-6.91 (m, 1 H), 6.30 (dd, J=3.5, 11.3 Hz, 1 H), 5.63-5.46 (m, 3 H), 4.33-4.25 (m, 2 H), 2.97-2.79 (m, 2 H), 2.78-2.70 (m, 3 H), 2.15-2.03 (m, ...